From a dataset of the Open Reaction Database (ORD), a public repository of structured organic reaction records. describe an organic reaction: reactants, conditions, products, and yield As a reaction SMILES: [CH3:39][C:40]([CH3:41])([O-:42])[CH3:43].[ClH:1].[K+:44].[O:45]=[CH:46][N:47]([CH3:48])[CH3:49].[OH:2][CH:3]([c:4]1[c:5]2[cH:6][cH:7][c:8]([OH:23])[cH:9][c:10]2[cH:11][cH:12][c:13]1-[c:14]1[c:15]([F:22])[cH:16][c:17]([F:21])[cH:18][c:19]1[F:20])[c:24]1[cH:25][cH:26][c:27]([O:30][CH2:31][CH2:32][N:33]2[CH2:34][CH2:35][CH2:36][CH2:37][CH2:38]2)[cH:28][cH:29]1>>[O:2]1[CH:3]([c:24]2[cH:25][cH:26][c:27]([O:30][CH2:31][CH2:32][N:33]3[CH2:34][CH2:35][CH2:36][CH2:37][CH2:38]3)[cH:28][cH:29]2)[c:4]2[c:5]3[cH:6][cH:7][c:8]([OH:23])[cH:9][c:10]3[cH:11][cH:12][c:13]2-[c:14]2[c:15]1[cH:16][c:17]([F:21])[cH:18][c:19]2[F:20]. Reactants: CC(C)(C)[O-], Cl, [K+], CN(C)C=O, Oc1ccc2c(C(O)c3ccc(OCCN4CCCCC4)cc3)c(-c3c(F)cc(F)cc3F)ccc2c1. Yields the product Oc1ccc2c3c(ccc2c1)-c1c(F)cc(F)cc1OC3c1ccc(OCCN2CCCCC2)cc1. Starting materials: C(C=C)OC(=O)CC=1C=C(C=CC1)S(=O)(=O)N=C=O (3-allyloxycarbonylmethylbenzenesulfonyl isocyanate), resultant mixture, O (water), ClC=1C=C(C(C(=O)O)=CC1)N (4-chloroanthranilic acid), ice water. The solvent is C1CCOC1 (THF). Reaction conditions: time 2 hour. Yields the product C(C=C)OC=1C(=C(C=CC1)S(=O)(=O)N1C(NC2=CC(=CC=C2C1=O)Cl)=O)C=C=O (3-(3-allyloxy-carbonylmethylbenzenesulfonyl)-7-chloro-2,4(1H,3H)-quinazolinedione). Isolated yield 40.0%. As a reaction SMILES: C(OC(C[C:8]1[CH:9]=[C:10]([S:14]([N:17]=[C:18]=[O:19])(=[O:16])=[O:15])[CH:11]=[CH:12][CH:13]=1)=O)C=C.[Cl:20][C:21]1[CH:22]=[C:23]([NH2:30])[C:24](=[CH:28][CH:29]=1)[C:25]([OH:27])=O.[OH2:31]>C1COCC1>[CH2:22]([O:31][C:8]1[C:9]([CH:24]=[C:25]=[O:27])=[C:10]([S:14]([N:17]2[C:25](=[O:27])[C:24]3[C:23](=[CH:22][C:21]([Cl:20])=[CH:29][CH:28]=3)[NH:30][C:18]2=[O:19])(=[O:15])=[O:16])[CH:11]=[CH:12][CH:13]=1)[CH:21]=[CH2:29]. Reported procedure: Following the Synthesis Method (A), 3.27 g (11.6 mmol) of 3-allyloxycarbonylmethylbenzenesulfonyl isocyanate was dissolved in 100 ml of anhydrous THF, then 1.98 g (11.5 mmol) of 4-chloroanthranilic acid was added and the mixture was stirred at room temperature for 2 hours. The reaction solution was cooled with ice water, then 1.87 g (11.5 mmol) of CDl was added and the resultant mixture was stirred under ice cooling for 30 minutes. An excess amount of water was poured into the reaction solution,... The reactants are CC[N+](CC)(CC)Cc1ccccc1, Sc1nc(SCc2ccccc2)n[nH]1, CI, [Cl-], ClCCl, [Na+], [OH-], O. Yields the product CSc1nc(SCc2ccccc2)n[nH]1. RXN SMILES: [CH2:24]([N+:25]([CH2:26][CH3:27])([CH2:28][CH3:29])[CH2:30][CH3:31])[c:32]1[cH:33][cH:34][cH:35][cH:36][cH:37]1.[CH2:3]([c:4]1[cH:5][cH:6][cH:7][cH:8][cH:9]1)[S:10][c:11]1[n:12][nH:13][c:14]([SH:16])[n:15]1.[CH3:17][I:18].[Cl-:23].[Cl:20][CH2:21][Cl:22].[Na+:2].[OH-:1].[OH2:19]>>[CH2:3]([c:4]1[cH:5][cH:6][cH:7][cH:8][cH:9]1)[S:10][c:11]1[n:12][nH:13][c:14]([S:16][CH3:17])[n:15]1. The reactants are CC(C)N=C(NC(C)C)OCc1ccccc1, C1CCOC1, O=C(O)c1ccc(O)cc1. Product: O=C(OCc1ccccc1)c1ccc(O)cc1. As a reaction SMILES: [CH2:11]([c:12]1[cH:13][cH:14][cH:15][cH:16][cH:17]1)[O:18][C:19](=[N:20][CH:21]([CH3:22])[CH3:23])[NH:24][CH:25]([CH3:26])[CH3:27].[O:28]1[CH2:29][CH2:30][CH2:31][CH2:32]1.[OH:1][C:2](=[O:3])[c:4]1[cH:5][cH:6][c:7]([OH:8])[cH:9][cH:10]1>>[O:1]([C:2](=[O:3])[c:4]1[cH:5][cH:6][c:7]([OH:8])[cH:9][cH:10]1)[CH2:11][c:12]1[cH:13][cH:14][cH:15][cH:16][cH:17]1. The reactants are Cl.NO (Hydroxylamine hydrochloride), C(C)(=O)C1CC(N(C1)CC1=CC=CC=C1)=O (4-acetyl-1-benzyl-2-pyrrolidinone). Run in N1=CC=CC=C1 (pyridine). Conditions: time 18 hour. Product: C(C1=CC=CC=C1)N1C(CC(C1)C(C)=NO)=O (1-benzyl-4-(1-hydroxyiminoethyl)-2-oxo-pyrrolidine). Isolated yield 104.2%. RXN SMILES: Cl.[NH2:2][OH:3].[C:4]([CH:7]1[CH2:11][N:10]([CH2:12][C:13]2[CH:18]=[CH:17][CH:16]=[CH:15][CH:14]=2)[C:9](=[O:19])[CH2:8]1)(=O)[CH3:5]>N1C=CC=CC=1>[CH2:12]([N:10]1[CH2:11][CH:7]([C:4](=[N:2][OH:3])[CH3:5])[CH2:8][C:9]1=[O:19])[C:13]1[CH:18]=[CH:17][CH:16]=[CH:15][CH:14]=1 |f:0.1|. Reported procedure: Hydroxylamine hydrochloride (5.58 g, 0.076 mole) was added to a solution of 4-acetyl-1-benzyl-2-pyrrolidinone (15.0 g, 0.069 mole) in pyridine (250 mL) and the reaction mixture was heated at 40° with stirring under nitrogen for 18 hours. The solvent was removed under reduced pressure at 65° and the residue was dissolved in chloroform (900 mL), washed with water (500 mL), 0.5M HCl (3×500 mL), and dried (MgSO4). The solvent was removed under reduced pressure to give 1-benzyl-4-(1-hydroxyiminoethyl... Starting materials: [OH-].[Na+] (sodium hydroxide), C(CC(O)(C(=O)O)CC(=O)O)(=O)O (citric acid), BrC=1C=C(C(=NC1)OCC)N (5-bromo-2-ethoxypyridin-3-amine), C(C)(C)N(CC)C(C)C (diisopropylethylamine), CS(=O)(=O)Cl (methanesulfonyl chloride). Reagents/catalysts: [OH-].[Na+] (sodium hydroxide). The solvent is O1CCOCC1 (dioxane), O (water), ClCCl (dichloromethane), O (water). Run at time 30 minute. Product: BrC=1C=C(C(=NC1)OCC)NS(=O)(=O)C (N-(5-bromo-2-ethoxypyridin-3-yl)methanesulfonamide). The yield is 44.0%. As a reaction SMILES: [Br:1][C:2]1[CH:3]=[C:4]([NH2:11])[C:5]([O:8][CH2:9][CH3:10])=[N:6][CH:7]=1.C(N(C(C)C)CC)(C)C.[CH3:21][S:22](Cl)(=[O:24])=[O:23].[OH-].[Na+].C(O)(=O)CC(CC(O)=O)(C(O)=O)O>ClCCl.O1CCOCC1.[OH-].[Na+].O>[Br:1][C:2]1[CH:3]=[C:4]([NH:11][S:22]([CH3:21])(=[O:24])=[O:23])[C:5]([O:8][CH2:9][CH3:10])=[N:6][CH:7]=1 |f:3.4,8.9|. Reported procedure: A solution of 5-bromo-2-ethoxypyridin-3-amine (53 mg, 0.25 mmol) and diisopropylethylamine (96 uL, 0.55 mmol) in dichloromethane (1 mL) was cooled to 0° C. and methanesulfonyl chloride (39 uL, 0.5 mmol) was added. The mixture was allowed to warm to rt over 15 h, and then water was added. The resulting mixture was extracted with dichloromethane. The organic extract was dried over magnesium sulfate, filtered, and concentrated in vacuo. The residue was dissolved in methanol (500 uL) and dioxane (50... RXN SMILES: [Br:1][C:2]1=[C:7]([OH:8])[CH2:6][C:5]([CH2:9][CH2:10][c:11]2[cH:12][cH:13][cH:14][cH:15][cH:16]2)([c:17]2[cH:18][cH:19][cH:20][cH:21][cH:22]2)[O:4][C:3]1=[O:23].[CH2:35]1[CH2:36][CH2:37][NH:38][CH2:39][CH2:40]1.[CH:24]([CH3:25])([CH2:26][CH3:27])[c:28]1[c:29]([SH:34])[cH:30][cH:31][cH:32][cH:33]1.[Cl:41][CH2:42][Cl:43]>>[C:2]1([S:34][c:29]2[c:28]([CH:24]([CH3:25])[CH2:26][CH3:27])[cH:33][cH:32][cH:31][cH:30]2)=[C:7]([OH:8])[CH2:6][C:5]([CH2:9][CH2:10][c:11]2[cH:12][cH:13][cH:14][cH:15][cH:16]2)([c:17]2[cH:18][cH:19][cH:20][cH:21][cH:22]2)[O:4][C:3]1=[O:23]. Reactants: O=C1OC(CCc2ccccc2)(c2ccccc2)CC(O)=C1Br, C1CCNCC1, CCC(C)c1ccccc1S, ClCCl. Yields the product CCC(C)c1ccccc1SC1=C(O)CC(CCc2ccccc2)(c2ccccc2)OC1=O. The reactants are ClC(Cl)(OC(OC(Cl)(Cl)Cl)=O)Cl (Triphosgene), CC(C1=C(C=C(C(=C1)OC)OC)[N+](=O)[O-])O (a-methyl-2-nitro-4,5-dimethoxybenzyl alcohol), N1=CC=CC=C1 (pyridine), CC#N.C(=O)=O (CH3CN CO2), N1=CC=CC=C1 (pyridine). Solvent: C(Cl)Cl (CH2Cl2), C(Cl)Cl (CH2Cl2), C(Cl)Cl (CH2Cl2). Reaction conditions: time 2 hour. The product is CC(C1=C(C=C(C(=C1)OC)OC)[N+](=O)[O-])OC(=O)OC1=C(C=C(C=O)C=C1C)C (4-(a′-Methyl-2′-nitro-4′,5′-dimethoxybenzyloxycarbonyloxy)-3,5-dimethylbenzaldehyde). The yield is 49.0%. Reaction SMILES: ClC(Cl)(O[C:5](=[O:11])[O:6][C:7](Cl)(Cl)Cl)Cl.[CH3:13][CH:14]([OH:28])[C:15]1[CH:20]=[C:19]([O:21][CH3:22])[C:18]([O:23][CH3:24])=[CH:17][C:16]=1[N+:25]([O-:27])=[O:26].N1[CH:34]=[CH:33][CH:32]=[CH:31][CH:30]=1.[CH3:35][C:36]#N.[C:38](=O)=[O:39]>C(Cl)Cl>[CH3:13][CH:14]([O:28][C:5]([O:6][C:7]1[C:33]([CH3:34])=[CH:32][C:31]([CH:38]=[O:39])=[CH:30][C:36]=1[CH3:35])=[O:11])[C:15]1[CH:20]=[C:19]([O:21][CH3:22])[C:18]([O:23][CH3:24])=[CH:17][C:16]=1[N+:25]([O-:27])=[O:26] |f:3.4|. Reported procedure: Triphosgene (0.224 g, 0.7 mmol) in CH2Cl2 (10 inL) at r.t. was added to a-methyl-2-nitro-4,5-dimethoxybenzyl alcohol (0.500 g, 2.2 mmol) and pyridine (0.534 inL, 6.6 mmol) in CH2Cl2 (20 mL) at −42 EC (CH3CN/CO2). After 2 hours, 4-hydroxy-3,5-diinethylbenzaldehyde (0.330 g, 2.2 mmol) and pyridine (0.534 mL, 6.6 inmol) in CH2Cl2 (10 mL) at r.t. was added and the mixture was allowed to slowly warm to r.t. overnight. The reaction mixture was quenched with saturated ammoniuin chloride (80 mL) and aqu... The reactants are C(C)(C)(C)OC(NC(C(N(C)OC)=O)C1=CC(=C(C=C1)Cl)Cl)=O (rac-[(3,4-dichloro-phenyl)-(methoxy-methyl-carbamoyl)-methyl]-carbamic acid tert-butyl ester), C(C)(C)(C)OC(NC(C(N(C)OC)=O)C1=CC(=C(C=C1)Cl)Cl)=O (rac-[(3,4-dichloro-phenyl)-(methoxy-methyl-carbamoyl)-methyl]-carbamic acid tert-butyl ester), BrC=1C=CC(=C(C1)C)I (5-bromo-2-iodotoluene). The product is C(C)(C)(C)OC(NC(C(=O)C1=C(C=C(C=C1)Br)C)C1=CC(=C(C=C1)Cl)Cl)=O (rac-[2-(4-Bromo-2-methyl-phenyl)-1-(3,4-dichloro-phenyl)-2-oxo-ethyl]-carbamic acid tert-butyl ester). RXN SMILES: [C:1]([O:5][C:6](=[O:23])[NH:7][CH:8]([C:15]1[CH:20]=[CH:19][C:18]([Cl:21])=[C:17]([Cl:22])[CH:16]=1)[C:9](=[O:14])N(OC)C)([CH3:4])([CH3:3])[CH3:2].[Br:24][C:25]1[CH:26]=[CH:27][C:28](I)=[C:29]([CH3:31])[CH:30]=1>>[C:1]([O:5][C:6](=[O:23])[NH:7][CH:8]([C:15]1[CH:20]=[CH:19][C:18]([Cl:21])=[C:17]([Cl:22])[CH:16]=1)[C:9]([C:28]1[CH:27]=[CH:26][C:25]([Br:24])=[CH:30][C:29]=1[CH3:31])=[O:14])([CH3:2])([CH3:3])[CH3:4]. Procedure details: The title compound was prepared from rac-[(3,4-dichloro-phenyl)-(methoxy-methyl-carbamoyl)-methyl]-carbamic acid tert-butyl ester (Intermediate 9) and 5-bromo-2-iodotoluene in analogy to Example 1a): MS (ISP): 473.9 (M+H)+ and 373.9 ((M-Boc)+H)+.